This data is from the Open Reaction Database (ORD), a public repository of structured organic reaction records. The task is: describe an organic reaction: reactants, conditions, products, and yield Reactants: ClC1=C(C(=NC=N1)NS(NC(CC)OCC1=CC=CC=C1)(=O)=O)C1=CC=C(C=C1)Br (1-benzyloxypropanesulfamic acid[6-chloro-5-(4-bromophenyl)-pyrimidin-4-yl]-amide), C(CO)O (ethylene glycol), potassium tert. butylate. Run in C(CC(O)(C(=O)O)CC(=O)O)(=O)O (citric acid). Conditions: temperature 87.5 celsius, time 48 hour. The product is OCCOC1=C(C(=NC=N1)NS(NC(CC)OCC1=CC=CC=C1)(=O)=O)C1=CC=C(C=C1)Br (1-benzyloxypropanesulfamic acid[6-(2-hydroxyethoxy)-5-(4-bromophenyl)-pyrimidin-4-yl]-amide). As a reaction SMILES: Cl[C:2]1[N:7]=[CH:6][N:5]=[C:4]([NH:8][S:9](=[O:23])(=[O:22])[NH:10][CH:11]([O:14][CH2:15][C:16]2[CH:21]=[CH:20][CH:19]=[CH:18][CH:17]=2)[CH2:12][CH3:13])[C:3]=1[C:24]1[CH:29]=[CH:28][C:27]([Br:30])=[CH:26][CH:25]=1.[CH2:31]([OH:34])[CH2:32][OH:33]>C(O)(=O)CC(CC(O)=O)(C(O)=O)O>[OH:33][CH2:32][CH2:31][O:34][C:2]1[N:7]=[CH:6][N:5]=[C:4]([NH:8][S:9](=[O:23])(=[O:22])[NH:10][CH:11]([O:14][CH2:15][C:16]2[CH:21]=[CH:20][CH:19]=[CH:18][CH:17]=2)[CH2:12][CH3:13])[C:3]=1[C:24]1[CH:29]=[CH:28][C:27]([Br:30])=[CH:26][CH:25]=1. Procedure details: To as suspension of 1-benzyloxypropanesulfamic acid[6-chloro-5-(4-bromophenyl)-pyrimidin-4-yl]-amide (524 mg, 1.02 mmol) in ethylene glycol (10 mL) is added potassium tert. butylate (1.15 g, 10.2 mmol). The resulting clear solution is stirred at 85-90° C. for 48 h before it is cooled to rt, diluted with 10% aq. citric acid solution (75 mL) and extracted with EA (2×75 mL). The organic extracts are washed with water (2×75 mL) and the solvent is removed in vacuo. The remaining residue is purified b... The reactants are COc1cc([N+](=O)[O-])ccc1C(C)(C)C, CCO, O=C[O-], [K+], O. As a reaction SMILES: [C:1]([CH3:2])([CH3:3])([CH3:4])[c:5]1[c:6]([O:14][CH3:15])[cH:7][c:8]([N+:11]([O-:12])=[O:13])[cH:9][cH:10]1.[CH3:20][CH2:21][OH:22].[CH:16]([O-:17])=[O:18].[K+:19].[OH2:23]>>[C:1]([CH3:2])([CH3:3])([CH3:4])[c:5]1[c:6]([O:14][CH3:15])[cH:7][c:8]([NH2:11])[cH:9][cH:10]1. Yields the product COc1cc(N)ccc1C(C)(C)C. Starting materials: O=C1N(C(c2ccccc2)c2ccccc2)c2cccc(Br)c2C1(O)c1cc2c(cc1O)OCCO2, O=C1N(C(c2ccccc2)c2ccccc2)c2cccc(Cl)c2C1(O)c1cc2c(cc1O)OCC2. Yields the product O=C1C(c2cc3c(cc2O)OCCO3)c2c(Br)cccc2N1C(c1ccccc1)c1ccccc1. RXN SMILES: [Br:1][c:2]1[c:3]2[c:7]([cH:8][cH:9][cH:10]1)[N:6]([CH:11]([c:12]1[cH:13][cH:14][cH:15][cH:16][cH:17]1)[c:18]1[cH:19][cH:20][cH:21][cH:22][cH:23]1)[C:5](=[O:24])[C:4]2([c:25]1[cH:26][c:27]2[c:28]([cH:33][c:34]1[OH:35])[O:29][CH2:30][CH2:31][O:32]2)[OH:36].[Cl:37][c:38]1[cH:39][cH:40][cH:41][c:42]2[c:43]1[C:44]([OH:45])([c:46]1[c:47]([OH:48])[cH:49][c:50]3[c:54]([cH:55]1)[CH2:53][CH2:52][O:51]3)[C:56](=[O:57])[N:58]2[CH:59]([c:60]1[cH:61][cH:62][cH:63][cH:64][cH:65]1)[c:66]1[cH:67][cH:68][cH:69][cH:70][cH:71]1>>[Br:1][c:2]1[c:3]2[c:7]([cH:8][cH:9][cH:10]1)[N:6]([CH:11]([c:12]1[cH:13][cH:14][cH:15][cH:16][cH:17]1)[c:18]1[cH:19][cH:20][cH:21][cH:22][cH:23]1)[C:5](=[O:24])[CH:4]2[c:25]1[cH:26][c:27]2[c:28]([cH:33][c:34]1[OH:35])[O:29][CH2:30][CH2:31][O:32]2.